Dataset: the Open Reaction Database (ORD), a public repository of structured organic reaction records. Task: describe an organic reaction: reactants, conditions, products, and yield The reactants are COCCOC, COCCOc1cc(-c2cncc(C#N)c2Cl)ccc1OC, [K+], [K+], [K+], Nc1cccc2[nH]ccc12, O=C(C=Cc1ccccc1)C=Cc1ccccc1, O=C(C=Cc1ccccc1)C=Cc1ccccc1, O=C(C=Cc1ccccc1)C=Cc1ccccc1, O=P([O-])([O-])[O-], [Pd], [Pd]. The product is COCCOc1cc(-c2cncc(C#N)c2Nc2cccc3[nH]ccc23)ccc1OC. Reaction SMILES: [CH3:41][O:42][CH2:43][CH2:44][O:45][CH3:46].[Cl:1][c:2]1[c:3](-[c:10]2[cH:11][c:12]([O:18][CH2:19][CH2:20][O:21][CH3:22])[c:13]([O:16][CH3:17])[cH:14][cH:15]2)[cH:4][n:5][cH:6][c:7]1[C:8]#[N:9].[K+:38].[K+:39].[K+:40].[NH2:23][c:24]1[c:25]2[cH:26][cH:27][nH:28][c:29]2[cH:30][cH:31][cH:32]1.[O:49]=[C:50]([CH:51]=[CH:52][c:53]1[cH:54][cH:55][cH:56][cH:57][cH:58]1)[CH:59]=[CH:60][c:61]1[cH:62][cH:63][cH:64][cH:65][cH:66]1.[O:67]=[C:68]([CH:69]=[CH:70][c:71]1[cH:72][cH:73][cH:74][cH:75][cH:76]1)[CH:77]=[CH:78][c:79]1[cH:80][cH:81][cH:82][cH:83][cH:84]1.[O:85]=[C:86]([CH:87]=[CH:88][c:89]1[cH:90][cH:91][cH:92][cH:93][cH:94]1)[CH:95]=[CH:96][c:97]1[cH:98][cH:99][cH:100][cH:101][cH:102]1.[P:33]([O-:34])([O-:35])([O-:36])=[O:37].[Pd:47].[Pd:48]>>[c:2]1([NH:23][c:24]2[c:25]3[cH:26][cH:27][nH:28][c:29]3[cH:30][cH:31][cH:32]2)[c:3](-[c:10]2[cH:11][c:12]([O:18][CH2:19][CH2:20][O:21][CH3:22])[c:13]([O:16][CH3:17])[cH:14][cH:15]2)[cH:4][n:5][cH:6][c:7]1[C:8]#[N:9]. Starting materials: ClC1=NC2=C(N1[C@H]1[C@H](OC(C)=O)[C@H](OC(C)=O)[C@H](O1)COC(C)=O)C=C(C(=C2)F)F (2-Chloro-5,6-difluoro-1-(2,3,5-tri-O-acetyl-β-D-ribofuranosyl)benzimidazole). Solvent: N.CO (NH3 MeOH). Product: ClC1=NC2=C(N1[C@H]1[C@H](O)[C@H](O)[C@H](O1)CO)C=C(C(=C2)F)F (2-Chloro-5,6-difluoro-1-(β-D-ribofuranosyl)benzimidazole). RXN SMILES: [Cl:1][C:2]1[N:6]([C@@H:7]2[O:19][C@H:18]([CH2:20][O:21]C(=O)C)[C@@H:13]([O:14]C(=O)C)[C@H:8]2[O:9]C(=O)C)[C:5]2[CH:25]=[C:26]([F:30])[C:27]([F:29])=[CH:28][C:4]=2[N:3]=1>N.CO>[Cl:1][C:2]1[N:6]([C@@H:7]2[O:19][C@H:18]([CH2:20][OH:21])[C@@H:13]([OH:14])[C@H:8]2[OH:9])[C:5]2[CH:25]=[C:26]([F:30])[C:27]([F:29])=[CH:28][C:4]=2[N:3]=1 |f:1.2|. Procedure: Compound 64 (0.894 g, 2 mmole) was treated with 20 mL of NH3 /MeOH in a pressure bottle at room temperature for 3 hr. The reaction mixture was evaporated and coevaporated with MeOH to give a solid. This was recrystallized from MeOH to give 0.573 g (3 crops, 89%) of 65 as a crystalline compound. MP ~215° C. (dec.); MS m/e 320.0385 (20%, M+ =320.0375); 1H NMR (DMSO-d6): d 8.34 (dd, 1, 7-H, 3JF-H =11.5 Hz, 4JF-H =7.5 Hz), 7.77 (dd, 1, 4-H, 3JF-H =11.0 Hz, JF-H =7.5 Hz), 5.88 (d, 1, 1'-H, J1'-2' =8.... Starting materials: O1C(CCN2C(=O)C3C(CCCC3)C2=O)C1 (N-(3,4-epoxybutyl)cyclohexane-1,2-dicarboximide), FC1=CC=C(C(=O)C2CCNCC2)C=C1 (4-(4-fluorobenzoyl)piperidine). Run in C(CCC)O (n-butanol). Yields the product FC1=CC=C(C(=O)C2CCN(CC2)CC(CCN2C(=O)C3C(CCCC3)C2=O)O)C=C1 (N-[4-{4-(4-Fluorobenzoyl)piperidinyl}-3-hydroxybutyl]cyclohexane-1,2-dicarboximide). Yield: 39.8%. Reaction SMILES: [O:1]1[CH2:16][CH:2]1[CH2:3][CH2:4][N:5]1[C:14](=[O:15])[CH:9]2[CH2:10][CH2:11][CH2:12][CH2:13][CH:8]2[C:6]1=[O:7].[F:17][C:18]1[CH:31]=[CH:30][C:21]([C:22]([CH:24]2[CH2:29][CH2:28][NH:27][CH2:26][CH2:25]2)=[O:23])=[CH:20][CH:19]=1>C(O)CCC>[F:17][C:18]1[CH:19]=[CH:20][C:21]([C:22]([CH:24]2[CH2:29][CH2:28][N:27]([CH2:16][CH:2]([OH:1])[CH2:3][CH2:4][N:5]3[C:14](=[O:15])[CH:9]4[CH2:10][CH2:11][CH2:12][CH2:13][CH:8]4[C:6]3=[O:7])[CH2:26][CH2:25]2)=[O:23])=[CH:30][CH:31]=1. Reported procedure: A mixture of N-(3,4-epoxybutyl)cyclohexane-1,2-dicarboximide (3 g), 4-(4-fluorobenzoyl)piperidine (3.23 g) and n-butanol (62 ml) was refluxed for 6 hours, followed by evaporation of n-butanol under reduced pressure. The residue was purified by silica gel column chromatography to give the objective compound (2.3 g). Yield, 38.2%. M.P., 121°-122° C. The reactants are CN(CCCCC1=CC=C(O1)CO)C (5-[4-(dimethylamino)butyl]-2-furanmethanol), C(C)(=O)OC(C)=O (acetic anhydride), C(C)(=O)[O-].[Na+] (sodium acetate). Run in C1=CC=CC=C1 (benzene), O (water). Reaction conditions: time 24 hour. The product is C(C)(=O)OCC=1OC(=CC1)CCCCN(C)C ([5-[4-[N,N-Dimethylamino]butyl]-2-furanyl]methyl ethanoate). Reaction SMILES: [CH3:1][N:2]([CH3:14])[CH2:3][CH2:4][CH2:5][CH2:6][C:7]1[O:11][C:10]([CH2:12][OH:13])=[CH:9][CH:8]=1.[C:15](OC(=O)C)(=[O:17])[CH3:16].C([O-])(=O)C.[Na+]>C1C=CC=CC=1.O>[C:15]([O:13][CH2:12][C:10]1[O:11][C:7]([CH2:6][CH2:5][CH2:4][CH2:3][N:2]([CH3:1])[CH3:14])=[CH:8][CH:9]=1)(=[O:17])[CH3:16] |f:2.3|. Procedure: A mixture of 5-[4-(dimethylamino)butyl]-2-furanmethanol (4.9 g), acetic anhydride (25 g) and fused and powdered sodium acetate (10 g) in benzene (25 ml) was stirred at room temperature for 24 hr. The reaction was diluted with water (100 ml) and extracted with ethyl acetate. The combined extracts were distilled to afford a clear colourless oil b.p. 100°, 0.5 mm Hg. Found: C, 65.62; H, 9.03; N, 5.95. Calc. for C13H21NO3 : C, 65.24; H, 8.85; N, 5.85%.